Dataset: the Open Reaction Database (ORD), a public repository of structured organic reaction records. Task: describe an organic reaction: reactants, conditions, products, and yield The reactants are O=C(n1ccnc1)n1ccnc1, O=C([O-])O, CC#N, Cl, Nc1cccc(Cl)c1C(=O)O, NC1CCC(=O)NC1=O, [Na+]. Product: Nc1cccc(Cl)c1C(=O)NC1CCC(=O)NC1=O. Reaction SMILES: [C:12]([n:13]1[cH:14][cH:15][n:16][cH:17]1)([n:18]1[cH:19][cH:20][n:21][cH:22]1)=[O:23].[C:34](=[O:35])([O-:36])[OH:37].[CH3:39][C:40]#[N:41].[ClH:24].[NH2:1][c:2]1[c:3]([C:4](=[O:5])[OH:6])[c:7]([Cl:11])[cH:8][cH:9][cH:10]1.[NH2:25][CH:26]1[C:27](=[O:33])[NH:28][C:29](=[O:32])[CH2:30][CH2:31]1.[Na+:38]>>[NH2:1][c:2]1[c:3]([C:4](=[O:6])[NH:25][CH:26]2[C:27](=[O:33])[NH:28][C:29](=[O:32])[CH2:30][CH2:31]2)[c:7]([Cl:11])[cH:8][cH:9][cH:10]1. Starting materials: CN(CCCCl)C (3-dimethylaminopropyl chloride), [NH2-].[Na+] (sodium amide), O1CCCC1 (tetrahydrofuran), O1CCCC1 (tetrahydrofuran), C(#N)C1C2=CC=CC=C2C=2C=CC=CC12 (9-cyanofluorene), O1CCCC1 (tetrahydrofuran). The solvent is O (water). Yields the product CN(CCCC1(C2=CC=CC=C2C=2C=CC=CC12)C#N)C (9-(3-Dimethylaminopropyl)-9-cyanofluorene). As a reaction SMILES: [NH2-].[Na+].O1CCCC1.[C:8]([CH:10]1[C:22]2[CH:21]=[CH:20][CH:19]=[CH:18][C:17]=2[C:16]2[C:11]1=[CH:12][CH:13]=[CH:14][CH:15]=2)#[N:9].[CH3:23][N:24]([CH3:29])[CH2:25][CH2:26][CH2:27]Cl>O>[CH3:23][N:24]([CH3:29])[CH2:25][CH2:26][CH2:27][C:10]1([C:8]#[N:9])[C:22]2[CH:21]=[CH:20][CH:19]=[CH:18][C:17]=2[C:16]2[C:11]1=[CH:12][CH:13]=[CH:14][CH:15]=2 |f:0.1|. Procedure: To a stirred solution of 2.6 g. of sodium amide in 200 ml. of tetrahydrofuran was added dropwise over thirty minutes a solution of 12.7 g. of 9-cyanofluorene in 300 ml. of tetrahydrofuran. The reaction mixture was next heated to reflux for three hours, and then cooled to room temperature. While the reaction mixture was being stirred at room temperature, a solution of 14.12 g. of 3-dimethylaminopropyl chloride in 500 ml. of tetrahydrofuran was added dropwise over one hour. Following complete addi... The reactants are BrC1=CC=C(CN2C(=NC3=C2C=C(C=C3)OCC3=NN(C=C3)C)CC(C(=O)O)(CC)CC)C=C1 (2-({1-(4-Bromobenzyl)-6-[(1-methyl-1H-pyrazol-3-yl)methoxy]-1H-benzimidazol-2-yl}methyl)-2-ethylbutanoic acid), N1CCCCC1 (piperidine). Yields the product C(C)C(C(=O)O)(CC)CC1=NC2=C(N1CC1=CC=C(C=C1)N1CCCCC1)C=C(C=C2)OCC2=NN(C=C2)C (2-Ethyl-2-({6-[(1-methyl-1H-pyrazol-3-yl)methoxy]-1-(4-piperidin-1-ylbenzyl)-1H-benzimidazol-2-yl}methyl)butanoic acid). Reaction SMILES: Br[C:2]1[CH:34]=[CH:33][C:5]([CH2:6][N:7]2[C:11]3[CH:12]=[C:13]([O:16][CH2:17][C:18]4[CH:22]=[CH:21][N:20]([CH3:23])[N:19]=4)[CH:14]=[CH:15][C:10]=3[N:9]=[C:8]2[CH2:24][C:25]([CH2:31][CH3:32])([CH2:29][CH3:30])[C:26]([OH:28])=[O:27])=[CH:4][CH:3]=1.[NH:35]1[CH2:40][CH2:39][CH2:38][CH2:37][CH2:36]1>>[CH2:29]([C:25]([CH2:24][C:8]1[N:7]([CH2:6][C:5]2[CH:33]=[CH:34][C:2]([N:35]3[CH2:40][CH2:39][CH2:38][CH2:37][CH2:36]3)=[CH:3][CH:4]=2)[C:11]2[CH:12]=[C:13]([O:16][CH2:17][C:18]3[CH:22]=[CH:21][N:20]([CH3:23])[N:19]=3)[CH:14]=[CH:15][C:10]=2[N:9]=1)([CH2:31][CH3:32])[C:26]([OH:28])=[O:27])[CH3:30]. Procedure details: The title compound was prepared from 2-({1-(4-Bromobenzyl)-6-[(1-methyl-1H-pyrazol-3-yl)methoxy]-1H-benzimidazol-2-yl}methyl)-2-ethylbutanoic acid using piperidine in the conditions for Example 152. MS (ESI): mass calcd. for C31H39N5O3, 529.31; m/z found, 530.3 [M+H]+. 1H NMR (500 MHz, CD3OD) δ 7.70 (d, J=9.0, 1H), 7.55 (d, J=2.2, 1H), 7.35-7.27 (m, 5H), 7.25 (dd, J=9.0, 2.3, 1H), 6.31 (d, J=2.3, 1H), 5.75 (s, 2H), 5.05 (s, 2H), 3.86 (s, 3H), 3.45-3.33 (m, 6H), 1.91-1.64 (m, 10H), 0.87 (t, J=7.5... The yield is 14.3%. Run in C1(=CC=CC=C1)OC (anisole), C(Cl)Cl (methylene chloride). Reported procedure: To a suspension of 7β-[2-(2-aminothiazol-4-yl)-2-tert-butoxycarbonylmethoxyiminoacetamido]-3-(3-amino-2-methyl-1-pyrazolio)methyl-3-cephem-4-carboxylate trihydrochloride (syn isomer) (1.2 g) in anisole (1.2 ml) and methylene chloride (3.6 ml) was added dropwise trifluoroacetic acid (2.4 ml) under ice-cooling. After being stirred at ambient temperature for 3 hours, the mixture was added dropwise to isopropyl ether (200 ml). The resultant precipitate was collected by filtration. The precipitate wa... The reactants are Cl.Cl.Cl.NC=1SC=C(N1)C(C(=O)N[C@H]1[C@@H]2N(C(=C(CS2)C[N+]=2N(C(=CC2)N)C)C(=O)[O-])C1=O)=NOCC(=O)OC(C)(C)C (7β-[2-(2-aminothiazol-4-yl)-2-tert-butoxycarbonylmethoxyiminoacetamido]-3-(3-amino-2-methyl-1-pyrazolio)methyl-3-cephem-4-carboxylate trihydrochloride), C(C)(C)OC(C)C (isopropyl ether), FC(C(=O)O)(F)F (trifluoroacetic acid). Run at time 3 hour. As a reaction SMILES: Cl.Cl.Cl.[NH2:4][C:5]1[S:6][CH:7]=[C:8]([C:10](=[N:34][O:35][CH2:36][C:37]([O:39]C(C)(C)C)=[O:38])[C:11]([NH:13][C@@H:14]2[C:32](=[O:33])[N:16]3[C:17]([C:29]([O-:31])=[O:30])=[C:18]([CH2:21][N+:22]4[N:23]([CH3:28])[C:24]([NH2:27])=[CH:25][CH:26]=4)[CH2:19][S:20][C@H:15]23)=[O:12])[N:9]=1.FC(F)(F)C(O)=O.C(OC(C)C)(C)C>C1(OC)C=CC=CC=1.C(Cl)Cl>[NH2:4][C:5]1[S:6][CH:7]=[C:8]([C:10](=[N:34][O:35][CH2:36][C:37]([OH:39])=[O:38])[C:11]([NH:13][C@@H:14]2[C:32](=[O:33])[N:16]3[C:17]([C:29]([O-:31])=[O:30])=[C:18]([CH2:21][N+:22]4[N:23]([CH3:28])[C:24]([NH2:27])=[CH:25][CH:26]=4)[CH2:19][S:20][C@H:15]23)=[O:12])[N:9]=1 |f:0.1.2.3|. Yields the product NC=1SC=C(N1)C(C(=O)N[C@H]1[C@@H]2N(C(=C(CS2)C[N+]=2N(C(=CC2)N)C)C(=O)[O-])C1=O)=NOCC(=O)O (7β-[2-(2-aminothiazol-4-yl)-2-carboxymethoxyiminoacetamido]-3-(3-amino-2-methyl-1-pyrazolio)methyl-3-cephem-4-carboxylate).